The task is: describe an organic reaction: reactants, conditions, products, and yield. This data is from the Open Reaction Database (ORD), a public repository of structured organic reaction records. Reported procedure: Prepared according to the procedure outlined in Example 2 substituting 1-((R)-2-amino-3,3-dimethyl-butyryl)-piperidine-4-carbonitrile trifluoroacetate for (R)-2-amino-3,3-dimethyl-1-pyrrolidin-1-yl-butan-1-one hydrochloride in Step 1 and 1-(4-fluorophenyl)-1H-pyrazole-4-boronic acid for 1-ethyl-1H-pyrazole-4-boronic acid pinacol ester in Step 2. MS: (M+H)+=529. As a reaction SMILES: F[C:2](F)(F)[C:3]([OH:5])=O.[NH2:8][C@H:9]([C:20]([CH3:23])([CH3:22])[CH3:21])[C:10]([N:12]1[CH2:17][CH2:16][CH:15]([C:18]#[N:19])[CH2:14][CH2:13]1)=[O:11].Cl.[NH2:25][C@H:26](C(C)(C)C)[C:27]([N:29]1[CH2:33][CH2:32]CC1)=O.[F:38][C:39]1[CH:44]=[CH:43][C:42]([N:45]2[CH:49]=[C:48](B(O)O)[CH:47]=[N:46]2)=[CH:41][CH:40]=1.[CH2:53]([N:55]1C=C(B2OC(C)(C)C(C)(C)O2)C=N1)C>>[C:18]([CH:15]1[CH2:14][CH2:13][N:12]([C:10]([C@H:9]([NH:8][C:3]([C:2]2[C:26]3[C:27](=[N:29][CH:33]=[C:32]([C:48]4[CH:47]=[N:46][N:45]([C:42]5[CH:43]=[CH:44][C:39]([F:38])=[CH:40][CH:41]=5)[CH:49]=4)[N:25]=3)[NH:55][CH:53]=2)=[O:5])[C:20]([CH3:23])([CH3:22])[CH3:21])=[O:11])[CH2:17][CH2:16]1)#[N:19] |f:0.1,2.3|. Yields the product C(#N)C1CCN(CC1)C(=O)[C@@H](C(C)(C)C)NC(=O)C1=CNC2=NC=C(N=C21)C=2C=NN(C2)C2=CC=C(C=C2)F (2-[1-(4-Fluorophenyl)-1H-pyrazol-4-yl]-5H-pyrrolo[2,3-b]pyrazine-7-carboxylic acid [(R)-1-(4-cyano-piperidine-1-carbonyl)-2,2-dimethyl-propyl]-amide). Starting materials: FC(C(=O)O)(F)F.N[C@@H](C(=O)N1CCC(CC1)C#N)C(C)(C)C (1-((R)-2-amino-3,3-dimethyl-butyryl)-piperidine-4-carbonitrile trifluoroacetate), C(C)N1N=CC(=C1)B1OC(C)(C)C(C)(C)O1 (1-ethyl-1H-pyrazole-4-boronic acid pinacol ester), Cl.N[C@@H](C(=O)N1CCCC1)C(C)(C)C ((R)-2-amino-3,3-dimethyl-1-pyrrolidin-1-yl-butan-1-one hydrochloride), FC1=CC=C(C=C1)N1N=CC(=C1)B(O)O (1-(4-fluorophenyl)-1H-pyrazole-4-boronic acid). Reactants: CC(C)(C)N, CC#N, Cl, O=S(=O)(Cl)Cl. Product: CC(C)(C)NS(=O)(=O)Cl. As a reaction SMILES: [C:1]([CH3:2])([CH3:3])([CH3:4])[NH2:5].[CH3:12][C:13]#[N:14].[ClH:11].[S:6](=[O:7])(=[O:8])([Cl:9])[Cl:10]>>[C:1]([CH3:2])([CH3:3])([CH3:4])[NH:5][S:6](=[O:7])(=[O:8])[Cl:9]. The reactants are C(#N)C=1C=C(C=C(C1)C(=C)C)NS(=O)(=O)C (N-(3-cyano-5-(prop-1-en-2-yl)phenyl)methanesulfonamide), C(#N)C=1C=NC=C(C1)CCC(C)C (3-cyano-5-isopentylpyridine). Yields the product NCC=1C=C(C=C(C1)C(C)C)NS(=O)(=O)C (N-(3-(aminomethyl)-5-isopropylphenyl)methanesulfonamide). RXN SMILES: [C:1]([C:3]1[CH:4]=[C:5]([NH:12][S:13]([CH3:16])(=[O:15])=[O:14])[CH:6]=[C:7]([C:9]([CH3:11])=[CH2:10])[CH:8]=1)#[N:2].C(C1C=NC=C(CCC(C)C)C=1)#N>>[NH2:2][CH2:1][C:3]1[CH:4]=[C:5]([NH:12][S:13]([CH3:16])(=[O:15])=[O:14])[CH:6]=[C:7]([CH:9]([CH3:11])[CH3:10])[CH:8]=1. Reported procedure: N-(3-(aminomethyl)-5-isopropylphenyl)methanesulfonamide was synthesized from N-(3-cyano-5-(prop-1-en-2-yl)phenyl)methanesulfonamide following the general procedure as described above for the 3-cyano-5-isopentylpyridine.